Task: describe an organic reaction: reactants, conditions, products, and yield. Dataset: the Open Reaction Database (ORD), a public repository of structured organic reaction records Starting materials: CCOc1nc(NC)nc2ccc(C=O)cc12, C1CCNCC1, Cc1ccccc1, O=C1CSC(NCc2ccccc2Cl)=N1, O=C(O)c1ccccc1. Yields the product CCOc1nc(NC)nc2ccc(C=C3SC(NCc4ccccc4Cl)=NC3=O)cc12. RXN SMILES: [CH2:16]([CH3:17])[O:18][c:19]1[n:20][c:21]([NH:31][CH3:32])[n:22][c:23]2[cH:24][cH:25][c:26]([CH:29]=[O:30])[cH:27][c:28]12.[CH2:42]1[CH2:43][CH2:44][NH:45][CH2:46][CH2:47]1.[CH3:48][c:49]1[cH:50][cH:51][cH:52][cH:53][cH:54]1.[Cl:1][c:2]1[c:3]([CH2:4][NH:5][C:6]2=[N:10][C:9](=[O:11])[CH2:8][S:7]2)[cH:12][cH:13][cH:14][cH:15]1.[OH:33][C:34]([c:35]1[cH:36][cH:37][cH:38][cH:39][cH:40]1)=[O:41]>>[Cl:1][c:2]1[c:3]([CH2:4][NH:5][C:6]2=[N:10][C:9](=[O:11])[C:8](=[CH:29][c:26]3[cH:25][cH:24][c:23]4[n:22][c:21]([NH:31][CH3:32])[n:20][c:19]([O:18][CH2:16][CH3:17])[c:28]4[cH:27]3)[S:7]2)[cH:12][cH:13][cH:14][cH:15]1. The reactants are COc1cccc(C=CC(=O)O)c1OC, CC(F)(F)c1ccc(Cn2cc(N)cn2)o1. The product is COc1cccc(C=CC(=O)Nc2cnn(Cc3ccc(C(C)(F)F)o3)c2)c1OC. Reaction SMILES: [CH3:17][O:18][c:19]1[c:20]([CH:27]=[CH:28][C:29](=[O:30])[OH:31])[cH:21][cH:22][cH:23][c:24]1[O:25][CH3:26].[F:1][C:2]([CH3:3])([F:4])[c:5]1[cH:6][cH:7][c:8]([CH2:10][n:11]2[n:12][cH:13][c:14]([NH2:16])[cH:15]2)[o:9]1>>[F:1][C:2]([CH3:3])([F:4])[c:5]1[cH:6][cH:7][c:8]([CH2:10][n:11]2[n:12][cH:13][c:14]([NH:16][C:29]([CH:28]=[CH:27][c:20]3[c:19]([O:18][CH3:17])[c:24]([O:25][CH3:26])[cH:23][cH:22][cH:21]3)=[O:30])[cH:15]2)[o:9]1. Reactants: Cc1cccc(S(=O)(=O)NC(C)C)c1[N+](=O)[O-], CCO, [H][H]. Product: Cc1cccc(S(=O)(=O)NC(C)C)c1N. As a reaction SMILES: [CH3:1][c:2]1[c:3]([N+:15]([O-:16])=[O:17])[c:4]([S:8](=[O:9])(=[O:10])[NH:11][CH:12]([CH3:13])[CH3:14])[cH:5][cH:6][cH:7]1.[CH3:20][CH2:21][OH:22].[H:18][H:19]>>[CH3:1][c:2]1[c:3]([NH2:15])[c:4]([S:8](=[O:9])(=[O:10])[NH:11][CH:12]([CH3:13])[CH3:14])[cH:5][cH:6][cH:7]1.